This data is from the Open Reaction Database (ORD), a public repository of structured organic reaction records. The task is: describe an organic reaction: reactants, conditions, products, and yield Starting materials: O (water), CC1C(C2=C(C(=C(C=C2C1)O)Cl)Cl)=O (2-methyl-5-hydroxy-6,7-dichloro-1-indanone), C([O-])([O-])=O.[K+].[K+] (potassium carbonate), C(C1=CC=CC=C1)Br (benzyl bromide). Run in CN(C=O)C (dimethylformamide). Product: CC1C(C2=C(C(=C(C=C2C1)OCC1=CC=CC=C1)Cl)Cl)=O (2-Methyl-5-benzyloxy-6,7-dichloro-1-indanone). As a reaction SMILES: [CH3:1][CH:2]1[CH2:10][C:9]2[C:4](=[C:5]([Cl:13])[C:6]([Cl:12])=[C:7]([OH:11])[CH:8]=2)[C:3]1=[O:14].C(=O)([O-])[O-].[K+].[K+].[CH2:21](Br)[C:22]1[CH:27]=[CH:26][CH:25]=[CH:24][CH:23]=1.O>CN(C)C=O>[CH3:1][CH:2]1[CH2:10][C:9]2[C:4](=[C:5]([Cl:13])[C:6]([Cl:12])=[C:7]([O:11][CH2:21][C:22]3[CH:27]=[CH:26][CH:25]=[CH:24][CH:23]=3)[CH:8]=2)[C:3]1=[O:14] |f:1.2.3|. Reported procedure: A stirred mixture of 2-methyl-5-hydroxy-6,7-dichloro-1-indanone (27.6 g., 0.12 mole), potassium carbonate (24.9 g., 0.18 mole) and benzyl bromide (21.4 ml., 0.18 mole) in dimethylformamide (100 ml.) is warmed at 55°-60° C. for 2 hrs., then poured into water (1 l.) to precipitate 35.5 g. of 2-methyl-5-benzyloxy-6,7-dichloro-1-indanone which melts at 153°-155° C. after crystallization from benzene:hexane, 3:2. Reactants: CC(C)(C)OC(=O)N1CCNC(C(N)=O)C1, CC(=O)O[BH-](OC(C)=O)OC(C)=O, O=Cc1ccccc1, ClCCl, ClCCCl, [Na+]. Yields the product CC(C)(C)OC(=O)N1CCN(Cc2ccccc2)C(C(N)=O)C1. As a reaction SMILES: [C:1]([CH3:2])([CH3:3])([CH3:4])[O:5][C:6](=[O:7])[N:8]1[CH2:9][CH:10]([C:14]([NH2:15])=[O:16])[NH:11][CH2:12][CH2:13]1.[C:25]([O:26][BH-:27]([O:28][C:29](=[O:30])[CH3:31])[O:32][C:33](=[O:34])[CH3:35])(=[O:36])[CH3:37].[CH:17](=[O:18])[c:19]1[cH:20][cH:21][cH:22][cH:23][cH:24]1.[Cl:39][CH2:40][Cl:41].[Cl:42][CH2:43][CH2:44][Cl:45].[Na+:38]>>[C:1]([CH3:2])([CH3:3])([CH3:4])[O:5][C:6](=[O:7])[N:8]1[CH2:9][CH:10]([C:14]([NH2:15])=[O:16])[N:11]([CH2:17][c:19]2[cH:20][cH:21][cH:22][cH:23][cH:24]2)[CH2:12][CH2:13]1.